From a dataset of the Open Reaction Database (ORD), a public repository of structured organic reaction records. describe an organic reaction: reactants, conditions, products, and yield Starting materials: F[B-](F)(F)F, Cl, Oc1ccc2c(c1)CCN2, O=C(O)c1cc(Nc2ccc3c(c2)CC2(C3)C(=O)Nc3ncccc32)ncn1, CN(C)C=O, CN(C)C(On1nnc2ccccc21)=[N+](C)C. Yields the product O=C(c1cc(Nc2ccc3c(c2)CC2(C3)C(=O)Nc3ncccc32)ncn1)N1CCc2cc(O)ccc21. RXN SMILES: [B-:40]([F:41])([F:42])([F:43])[F:44].[ClH:1].[NH:30]1[CH2:31][CH2:32][c:33]2[cH:34][c:35]([OH:39])[cH:36][cH:37][c:38]21.[O:2]=[C:3]1[NH:4][c:5]2[n:6][cH:7][cH:8][cH:9][c:10]2[C:11]12[CH2:12][c:13]1[cH:14][cH:15][c:16]([NH:20][c:21]3[cH:22][c:23]([C:27](=[O:28])[OH:29])[n:24][cH:25][n:26]3)[cH:17][c:18]1[CH2:19]2.[O:62]=[CH:63][N:64]([CH3:65])[CH3:66].[n:45]1([O:46][C:47]([N:48]([CH3:49])[CH3:50])=[N+:51]([CH3:52])[CH3:53])[c:54]2[cH:55][cH:56][cH:57][cH:58][c:59]2[n:60][n:61]1>>[O:2]=[C:3]1[NH:4][c:5]2[n:6][cH:7][cH:8][cH:9][c:10]2[C:11]12[CH2:12][c:13]1[cH:14][cH:15][c:16]([NH:20][c:21]3[cH:22][c:23]([C:27](=[O:28])[N:30]4[CH2:31][CH2:32][c:33]5[cH:34][c:35]([OH:39])[cH:36][cH:37][c:38]54)[n:24][cH:25][n:26]3)[cH:17][c:18]1[CH2:19]2. The reactants are COC1=CC=C(C=C1)C1=C(OC=2N=CN=C(C21)OC=2C=C(N)C=CC2)C2=CC=CC=C2 (3-{[5-(4-methoxyphenyl)-6-phenylfuro[2,3-d]pyrimidin-4-yl]-oxy}aniline), COC(CBr)=O (bromoacetic acid methyl ester), C([O-])([O-])=O.[Cs+].[Cs+] (caesium carbonate). The solvent is CC(=O)C (acetone). Product: COC(CNC1=CC(=CC=C1)OC=1C2=C(N=CN1)OC(=C2C2=CC=C(C=C2)OC)C2=CC=CC=C2)=O (N-(3-{[5-(4-Methoxyphenyl)-6-phenylfuro[2,3-d]pyrimidin-4-yl]oxy}phenyl)glycine methyl ester). RXN SMILES: [CH3:1][O:2][C:3]1[CH:8]=[CH:7][C:6]([C:9]2[C:17]3[C:16]([O:18][C:19]4[CH:20]=[C:21]([CH:23]=[CH:24][CH:25]=4)[NH2:22])=[N:15][CH:14]=[N:13][C:12]=3[O:11][C:10]=2[C:26]2[CH:31]=[CH:30][CH:29]=[CH:28][CH:27]=2)=[CH:5][CH:4]=1.[CH3:32][O:33][C:34](=[O:37])[CH2:35]Br.C(=O)([O-])[O-].[Cs+].[Cs+]>CC(C)=O>[CH3:32][O:33][C:34](=[O:37])[CH2:35][NH:22][C:21]1[CH:23]=[CH:24][CH:25]=[C:19]([O:18][C:16]2[C:17]3[C:9]([C:6]4[CH:5]=[CH:4][C:3]([O:2][CH3:1])=[CH:8][CH:7]=4)=[C:10]([C:26]4[CH:31]=[CH:30][CH:29]=[CH:28][CH:27]=4)[O:11][C:12]=3[N:13]=[CH:14][N:15]=2)[CH:20]=1 |f:2.3.4|. Reported procedure: Stir 450 mg (1.1 mmol) of 3-{[5-(4-methoxyphenyl)-6-phenylfuro[2,3-d]pyrimidin-4-yl]-oxy}aniline, 202 mg (1.32 mmol) of bromoacetic acid methyl ester and 465.5 mg (1.43 mmol) of caesium carbonate in 10 ml of acetone under reflux overnight. Remove the acetone under reduced pressure and take up the residue in water and extract repeatedly with dichloromethane/ethyl acetate (1:1). Dry the combined organic phases over magnesium sulphate and concentrate. Chromatograph the residue twice on silica gel (... Starting materials: NC1=CC=C(CC#N)C=C1 (4-aminobenzylcyanide), C(Cl)C1CO1 (epichlorohydrine), C(C)O (ethanol). Run in O (water), O (water). Reaction conditions: time 3 hour. The product is O1C(CNC2=CC=C(CC#N)C=C2)C1 (4-(2,3-Epoxypropyl-amino)benzylcyanide). Yield: 50.8%. As a reaction SMILES: [NH2:1][C:2]1[CH:10]=[CH:9][C:5]([CH2:6][C:7]#[N:8])=[CH:4][CH:3]=1.[CH2:11]([CH:13]1[O:15][CH2:14]1)Cl.C(O)C>O>[O:15]1[CH2:14][CH:13]1[CH2:11][NH:1][C:2]1[CH:10]=[CH:9][C:5]([CH2:6][C:7]#[N:8])=[CH:4][CH:3]=1. Reported procedure: A mixture of 4-aminobenzylcyanide (10 g, 75.7 mmol), epichlorohydrine (7.9 ml, 9.25 g, 100 mmol), ethanol (15 ml) and water (10 ml) was heated under reflux for 2 hours. After cooling the reaction mixture was poured into 100 ml of water and extracted with ether (3×50 ml). The organic extracts were combined and stirred with 50 ml of 10N NaOH at room temperature for 3 hours. The organic layer was separated, washed with water until neutral, dried over MgSO4 and concentrated. The residue was chromato... Conditions: temperature 0 celsius. The solvent is CN(C=O)C (N,N-dimethylformamide). Isolated yield 99.3%. The product is C(C)(=O)OC(C)OC(=O)N1CCC(CC1)N1CC(N(CC1)CC(=O)C1=CC=C(OCC(=O)OCC)C=C1)=O (Ethyl 4-[[4-[1-(1-Acetoxyethyl)oxycarbonylpiperidin-4-yl]-2-oxopiperazin-1-yl]acetyl]phenoxyacetate). Reactants: Cl.Cl.O=C1N(CCN(C1)C1CCNCC1)CC(=O)C1=CC=C(OCC(=O)OCC)C=C1 (ethyl 4-[[2-oxo-4-(piperidin-4-yl)piperazin-1-yl]acetyl]phenoxyacetate dihydrochloride), O (water), CN(C)C1=CC=CC2=C1C(=CC=C2)N(C)C (proton sponge), C(OC(C)OC(C)=O)(OC1=CC=C(C=C1)[N+](=O)[O-])=O (1-acetoxyethyl 4-nitrophenyl carbonate). RXN SMILES: Cl.Cl.[O:3]=[C:4]1[CH2:9][N:8]([CH:10]2[CH2:15][CH2:14][NH:13][CH2:12][CH2:11]2)[CH2:7][CH2:6][N:5]1[CH2:16][C:17]([C:19]1[CH:31]=[CH:30][C:22]([O:23][CH2:24][C:25]([O:27][CH2:28][CH3:29])=[O:26])=[CH:21][CH:20]=1)=[O:18].CN(C1C2C(N(C)C)=CC=CC=2C=CC=1)C.[C:48](=O)([O:56]C1C=CC([N+]([O-])=O)=CC=1)[O:49][CH:50]([O:52][C:53](=[O:55])[CH3:54])[CH3:51].O>CN(C)C=O>[C:53]([O:52][CH:50]([O:49][C:48]([N:13]1[CH2:12][CH2:11][CH:10]([N:8]2[CH2:7][CH2:6][N:5]([CH2:16][C:17]([C:19]3[CH:31]=[CH:30][C:22]([O:23][CH2:24][C:25]([O:27][CH2:28][CH3:29])=[O:26])=[CH:21][CH:20]=3)=[O:18])[C:4](=[O:3])[CH2:9]2)[CH2:15][CH2:14]1)=[O:56])[CH3:51])(=[O:55])[CH3:54] |f:0.1.2|. Procedure details: To a suspension of 107 mg of ethyl 4-[[2-oxo-4-(piperidin-4-yl)piperazin-1-yl]acetyl]phenoxyacetate dihydrochloride synthesized according to the method described in WO962503 in 2 ml of N,N-dimethylformamide were added 110 mg of proton sponge and 85.7 mg of 1-acetoxyethyl 4-nitrophenyl carbonate with stirring at 0° C., and the mixture was stirred at room temperature for 18 hours. The reaction mixture was poured into 2 ml of water and extracted three times with 4 ml of ethyl acetate. The organic l... Reactants: Cl (HCl), C(=O)(O)[O-].[Na+] (NaHCO3), Cl (HCl), C(C)OCN1C(=NC=C1)C=1SC=CN1 (2-(1-ethoxymethyl-1H-imidazol-2-yl)-thiazole), [OH-].[Na+] (NaOH). Run in C(C)O.O (EtOH—H2O). Reaction conditions: temperature 0 celsius. The product is N1C(=NC=C1)C=1SC=CN1 (2-(1H-imidazol-2-yl)-thiazole). RXN SMILES: Cl.C(OC[N:6]1[CH:10]=[CH:9][N:8]=[C:7]1[C:11]1[S:12][CH:13]=[CH:14][N:15]=1)C.[OH-].[Na+].C([O-])(O)=O.[Na+]>C(O)C.O>[NH:6]1[CH:10]=[CH:9][N:8]=[C:7]1[C:11]1[S:12][CH:13]=[CH:14][N:15]=1 |f:2.3,4.5,6.7|. Reported procedure: Concentrated HCl (10 ml) is added to a solution of 2-(1-ethoxymethyl-1H-imidazol-2-yl)-thiazole (940 mg, 4.49 mmol) in 24 mL of 1:1 EtOH—H2O at room temperature. The solution is stirred at reflux for 3 hours. The reaction mixture is then cooled to 0° C. and made basic by the addition of about 12 mL of 10 N aqueous NaOH. The mixture is back titrated to approximately pH 4 using concentrated HCl. Solid NaHCO3 is added to the point of saturation and approximately pH 8. The mixture is then extracted ... The reactants are ClCCl, C(=Cc1ccccc1)c1ccccc1. Reaction SMILES: [Cl:15][CH2:16][Cl:17].[cH:1]1[cH:2][cH:3][c:4]([CH:7]=[CH:8][c:9]2[cH:10][cH:11][cH:12][cH:13][cH:14]2)[cH:5][cH:6]1>>[cH:1]1[cH:2][cH:3][c:4]([CH2:7][CH2:8][c:9]2[cH:10][cH:11][cH:12][cH:13][cH:14]2)[cH:5][cH:6]1. Product: c1ccc(CCc2ccccc2)cc1.